This data is from the Open Reaction Database (ORD), a public repository of structured organic reaction records. The task is: describe an organic reaction: reactants, conditions, products, and yield Reactants: C(CCCCCN)N (1,6-Hexanediamine), C(CCCCCN)N (1,6-Hexanediamine), C(C=C)(=O)O.C(C=C)(=O)O.C(C=C)(=O)O.C(O)C(CC)(CO)CO (trimethylolpropane triacrylate). Solvent: CO (methanol), CO (methanol). Reaction conditions: temperature 10 celsius. Product: C(O)C(CC)(CO)CO (trimethylolpropane), C(C=C)(=O)O.C(C=C)(=O)O.C(C=C)(=O)O.C(O)C(CC)(CO)CO.C(CCCCCN)N (TMPTA HDA). Reaction SMILES: [CH2:1]([NH2:8])[CH2:2][CH2:3][CH2:4][CH2:5][CH2:6][NH2:7].[C:9]([OH:13])(=[O:12])[CH:10]=[CH2:11].[C:14]([OH:18])(=[O:17])[CH:15]=[CH2:16].[C:19]([OH:23])(=[O:22])[CH:20]=[CH2:21].[CH2:24]([C:26]([CH2:31][OH:32])([CH2:29][OH:30])[CH2:27][CH3:28])[OH:25]>CO>[CH2:24]([C:26]([CH2:31][OH:32])([CH2:29][OH:30])[CH2:27][CH3:28])[OH:25].[C:9]([OH:13])(=[O:12])[CH:10]=[CH2:11].[C:14]([OH:18])(=[O:17])[CH:15]=[CH2:16].[C:19]([OH:23])(=[O:22])[CH:20]=[CH2:21].[CH2:24]([C:26]([CH2:31][OH:32])([CH2:29][OH:30])[CH2:27][CH3:28])[OH:25].[CH2:1]([NH2:8])[CH2:2][CH2:3][CH2:4][CH2:5][CH2:6][NH2:7] |f:1.2.3.4,7.8.9.10.11|. Reported procedure: 69.60 g of 1,6-Hexanediamine (HDA) (0.60 mol) was added into a round-bottom flask with a stirring, a reflux condenser and a thermometer, and cooled to 10° C. below under nitrogen. 74.00 g methanol solution of trimethylolpropane triacrylate (TMPTA) (40%, 0.1 mol) was added to the round-bottom flask, and the mixture is allowed to react at 25° C. for 24 hours. The result solution is subjected to vacuum distillation to remove excess 1,6-Hexanediamine (HDA) (0.60 mol) and methanol at 110° C. for 8 ho... Starting materials: [N+](=O)([O-])C1=CC=C(CN2CCC(CC2)CNC(CNC(C2=CC(=CC=C2)C(F)(F)F)=O)=O)C=C1 (1-(4-nitrobenzyl)-4-[{N-(3-(trifluoromethyl)benzoyl)glycyl}aminomethyl]piperidine). The reagents and catalysts are [Pd] (palladium on charcoal). Run in CCO (EtOH). Product: NC1=CC=C(CN2CCC(CC2)CNC(CNC(C2=CC(=CC=C2)C(F)(F)F)=O)=O)C=C1 (1-(4-aminobenzyl)-4-[{N-(3-(trifluoromethyl)benzoyl)glycyl}aminomethyl]piperidine). Reaction SMILES: [N+:1]([C:4]1[CH:34]=[CH:33][C:7]([CH2:8][N:9]2[CH2:14][CH2:13][CH:12]([CH2:15][NH:16][C:17](=[O:32])[CH2:18][NH:19][C:20](=[O:31])[C:21]3[CH:26]=[CH:25][CH:24]=[C:23]([C:27]([F:30])([F:29])[F:28])[CH:22]=3)[CH2:11][CH2:10]2)=[CH:6][CH:5]=1)([O-])=O>CCO.[Pd]>[NH2:1][C:4]1[CH:5]=[CH:6][C:7]([CH2:8][N:9]2[CH2:14][CH2:13][CH:12]([CH2:15][NH:16][C:17](=[O:32])[CH2:18][NH:19][C:20](=[O:31])[C:21]3[CH:26]=[CH:25][CH:24]=[C:23]([C:27]([F:30])([F:28])[F:29])[CH:22]=3)[CH2:11][CH2:10]2)=[CH:33][CH:34]=1. Reported procedure: A solution of 1-(4-nitrobenzyl)-4-[{N-(3-(trifluoromethyl)benzoyl)glycyl}aminomethyl]piperidine (22.4 mg, 0.047 mmol) in EtOH (3 mL) was hydrogenated at 1 atm for 1 h in the presence of 5% palladium on charcoal (10 mg) at 25° C. The catalyst was removed by filtration and washed with EtOH (5 mL). The combined filtrate was evaporated to afford 1-(4-aminobenzyl)-4-[{N-(3-(trifluoromethyl)benzoyl)glycyl}aminomethyl]piperidine (compound No. 516) as a pale yellow solid (20.1 mg, 96%). The purity was d... Starting materials: C(C)[BH-](CC)CC.[Li+] (Lithium triethylborohydride), [Si](C)(C)(C(C)(C)C)O[C@@H]1C[C@H](N(C1)C(=O)OC(C)(C)C)COS(=O)(=O)C1=CC=C(C=C1)C (tert-Butyl (2S,4R)-4-{[tert-butyl(dimethyl)silyl]oxy}-2-({[(4-methylphenyl)-sulfonyl]-oxy}methyl)pyrrolidine-1-carboxylate), C(C)[BH-](CC)CC.[Li+] (lithium triethylborohydride). Solvent: C(=O)(O)[O-].[Na+].O (NaHCO3 H2O), C1CCOC1 (THF). Conditions: temperature 0 celsius, time 2 hour. Product: [Si](C)(C)(C(C)(C)C)O[C@@H]1C[C@H](N(C1)C(=O)OC(C)(C)C)C (tert-Butyl (2R,4R)-4-{[tert-Butyl(dimethyl)silyl]oxy}-2-methylpyrrolidine-1-carboxylate). Reaction SMILES: [Si:1]([O:8][C@H:9]1[CH2:13][N:12]([C:14]([O:16][C:17]([CH3:20])([CH3:19])[CH3:18])=[O:15])[C@H:11]([CH2:21]OS(C2C=CC(C)=CC=2)(=O)=O)[CH2:10]1)([C:4]([CH3:7])([CH3:6])[CH3:5])([CH3:3])[CH3:2].C([BH-](CC)CC)C.[Li+]>C1COCC1.C([O-])(O)=O.[Na+].O>[Si:1]([O:8][C@H:9]1[CH2:13][N:12]([C:14]([O:16][C:17]([CH3:20])([CH3:19])[CH3:18])=[O:15])[C@H:11]([CH3:21])[CH2:10]1)([C:4]([CH3:7])([CH3:6])[CH3:5])([CH3:3])[CH3:2] |f:1.2,4.5.6|. Reported procedure: tert-Butyl (2S,4R)-4-{[tert-butyl(dimethyl)silyl]oxy}-2-({[(4-methylphenyl)-sulfonyl]-oxy}methyl)pyrrolidine-1-carboxylate (6.32 g, 13.01 mmol) was dissolved in THF (50 mL) under nitrogen and cooled to 0° C. Lithium triethylborohydride solution (Super Hydride, 14.3 mL, 1.0 M in THF) was added dropwise and the mixture was then slowly warmed to room temperature. After 2 hours, TLC revealed half conversion. More lithium triethylborohydride solution (12.0 mL) was added and the solution stirred at ro... Starting materials: ClC1=CC2=C(C(C3=C(CC2)C=CC(=C3)OCCN3CCOCC3)=O)C=C1 (2-chloro-7-(2-morpholin-4-yl-ethoxy)-10,11-dihydrodibenzo[a,d]-cyclohepten-5-one), 1.0, C1(=C(C=CC=C1)N)N (1,2-phenylenediamine), C1(CCCCC1)P(C1=C(C=CC=C1)C1=C(C=C(C=C1C(C)C)C(C)C)C(C)C)C1CCCCC1 (2-(dicyclohexylphosphino)-2′-,4′-,6′-triisopropyl-biphenyl), CC(C)(C)[O-].[K+] (KOt-Bu). The reagents and catalysts are CC(=O)[O-].CC(=O)[O-].[Pd+2] (Pd(OAc)2). Solvent: CC(C)(C)O (t-BuOH), C1(=CC=CC=C1)C (toluene). Product: NC1=C(NC2=CC3=C(C(C4=C(CC3)C=CC(=C4)OCCN4CCOCC4)=O)C=C2)C=CC=C1 (2-(2-Aminoanilino)-7-(2-morpholin-4-yl-ethoxy)-10,11-dihydrodibenzo[a,d]-cyclohepten-5-one). Yield: 74.0%. As a reaction SMILES: Cl[C:2]1[CH:26]=[CH:25][C:5]2[C:6](=[O:24])[C:7]3[CH:14]=[C:13]([O:15][CH2:16][CH2:17][N:18]4[CH2:23][CH2:22][O:21][CH2:20][CH2:19]4)[CH:12]=[CH:11][C:8]=3[CH2:9][CH2:10][C:4]=2[CH:3]=1.[C:27]1([NH2:34])[CH:32]=[CH:31][CH:30]=[CH:29][C:28]=1[NH2:33].C1(P(C2CCCCC2)C2C=CC=CC=2C2C(C(C)C)=CC(C(C)C)=CC=2C(C)C)CCCCC1.CC([O-])(C)C.[K+]>CC([O-])=O.CC([O-])=O.[Pd+2].CC(O)(C)C.C1(C)C=CC=CC=1>[NH2:33][C:28]1[CH:29]=[CH:30][CH:31]=[CH:32][C:27]=1[NH:34][C:2]1[CH:26]=[CH:25][C:5]2[C:6](=[O:24])[C:7]3[CH:14]=[C:13]([O:15][CH2:16][CH2:17][N:18]4[CH2:23][CH2:22][O:21][CH2:20][CH2:19]4)[CH:12]=[CH:11][C:8]=3[CH2:9][CH2:10][C:4]=2[CH:3]=1 |f:3.4,5.6.7|. Procedure details: For the preparation of the compound by method C, 0.67 g (1.8 mmol) of 2-chloro-7-(2-morpholin-4-yl-ethoxy)-10,11-dihydrodibenzo[a,d]-cyclohepten-5-one, 1.0 (9.2 mmol) g of 1,2-phenylenediamine, 0.05 g (0.22 mmol) of Pd(OAc)2, 0.10 g (0.21 mmol) of 2-(dicyclohexylphosphino)-2′-,4′-,6′-triisopropyl-biphenyl, 0.70 g (6.2 mmol) of KOt-Bu, 5 ml of toluene and 1 ml of t-BuOH are used. Yield: 74%; C27H29N3O3 (Mr=443.55)) The reactants are [BH4-], CS(=O)(=O)c1ccc(Nc2ncnc(OC3CCNCC3)c2[N+](=O)[O-])cc1, CC(C)(C)CC=O, CO, [Na+]. Yields the product CC(C)(C)CCN1CCC(Oc2ncnc(Nc3ccc(S(C)(=O)=O)cc3)c2[N+](=O)[O-])CC1. RXN SMILES: [BH4-:35].[CH3:1][S:2](=[O:3])(=[O:4])[c:5]1[cH:6][cH:7][c:8]([NH:11][c:12]2[n:13][cH:14][n:15][c:16]([O:21][CH:22]3[CH2:23][CH2:24][NH:25][CH2:26][CH2:27]3)[c:17]2[N+:18](=[O:19])[O-:20])[cH:9][cH:10]1.[CH3:28][C:29]([CH2:30][CH:31]=[O:32])([CH3:33])[CH3:34].[CH3:37][OH:38].[Na+:36]>>[CH3:1][S:2](=[O:3])(=[O:4])[c:5]1[cH:6][cH:7][c:8]([NH:11][c:12]2[n:13][cH:14][n:15][c:16]([O:21][CH:22]3[CH2:23][CH2:24][N:25]([CH2:31][CH2:30][C:29]([CH3:28])([CH3:33])[CH3:34])[CH2:26][CH2:27]3)[c:17]2[N+:18](=[O:19])[O-:20])[cH:9][cH:10]1. Reactants: ClCCl, COc1cc2c(Oc3ccccc3)ncnc2cc1OCCSC, Cl. Product: COc1cc2c(=O)[nH]cnc2cc1OCCSC, Cl. Reaction SMILES: [CH2:26]([Cl:27])[Cl:28].[CH3:1][O:2][c:3]1[cH:4][c:5]2[c:6]([O:18][c:19]3[cH:20][cH:21][cH:22][cH:23][cH:24]3)[n:7][cH:8][n:9][c:10]2[cH:11][c:12]1[O:13][CH2:14][CH2:15][S:16][CH3:17].[ClH:25]>>[CH3:1][O:2][c:3]1[cH:4][c:5]2[c:6](=[O:18])[nH:7][cH:8][n:9][c:10]2[cH:11][c:12]1[O:13][CH2:14][CH2:15][S:16][CH3:17].[ClH:25]. Starting materials: ClC1=NC=2N(C(NC(C2N1CC=C)=O)=O)COCC[Si](C)(C)C (8-chloro-7-(2-propen-1-yl)-3-({[2-(trimethylsilyl)ethyl]oxy}methyl)-3,7-dihydro-1H-purine-2,6-dione), CI (methyl iodide), C([O-])([O-])=O.[Cs+].[Cs+] (caesium carbonate), O (water). Run in CN(C)C=O (DMF), C(C)(=O)OCC (ethyl acetate). Conditions: time 8 hour. The product is ClC1=NC=2N(C(N(C(C2N1CC=C)=O)C)=O)COCC[Si](C)(C)C (8-chloro-1-methyl-7-(2-propen-1-yl)-3-({[2-(trimethylsilyl)ethyl]oxy}methyl)-3,7-dihydro-1H-purine-2,6-dione). The yield is 91.4%. RXN SMILES: [Cl:1][C:2]1[N:10]([CH2:11][CH:12]=[CH2:13])[C:9]2[C:8](=[O:14])[NH:7][C:6](=[O:15])[N:5]([CH2:16][O:17][CH2:18][CH2:19][Si:20]([CH3:23])([CH3:22])[CH3:21])[C:4]=2[N:3]=1.CI.[C:26](=O)([O-])[O-].[Cs+].[Cs+].O>CN(C=O)C.C(OCC)(=O)C>[Cl:1][C:2]1[N:10]([CH2:11][CH:12]=[CH2:13])[C:9]2[C:8](=[O:14])[N:7]([CH3:26])[C:6](=[O:15])[N:5]([CH2:16][O:17][CH2:18][CH2:19][Si:20]([CH3:21])([CH3:23])[CH3:22])[C:4]=2[N:3]=1 |f:2.3.4|. Reported procedure: To a solution of 8-chloro-7-(2-propen-1-yl)-3-({[2-(trimethylsilyl)ethyl]oxy}methyl)-3,7-dihydro-1H-purine-2,6-dione (3.14 g, 8.82 mmol) in DMF (50 ml) was added methyl iodide (0.659 ml, 10.58 mmol) and caesium carbonate (3.45 g, 10.58 mmol) and the reaction mixture stirred overnight at room temperature. The reaction mixture was partioned between water and ethyl acetate. The organic extract was separated, washed with brine, dried (MgSO4) and concentrated to afford the title compound 2.99 g (92%)... Starting materials: [Li]C(C)(C)C, COC(=O)C(=O)OC, CCn1ccc2cccc(Br)c21, C1CCOC1, CCCCC, CCOC(C)=O. Yields the product CCn1ccc2cccc(C(=O)C(=O)OC)c21. As a reaction SMILES: [C:13]([Li:14])([CH3:15])([CH3:16])[CH3:17].[C:23]([C:24](=[O:25])[O:26][CH3:27])(=[O:28])[O:29][CH3:30].[CH2:1]([CH3:2])[n:3]1[cH:4][cH:5][c:6]2[cH:7][cH:8][cH:9][c:10]([Br:12])[c:11]12.[CH2:31]1[O:32][CH2:33][CH2:34][CH2:35]1.[CH3:18][CH2:19][CH2:20][CH2:21][CH3:22].[CH3:36][CH2:37][O:38][C:39]([CH3:40])=[O:41]>>[CH2:1]([CH3:2])[n:3]1[cH:4][cH:5][c:6]2[cH:7][cH:8][cH:9][c:10]([C:23]([C:24](=[O:25])[O:26][CH3:27])=[O:28])[c:11]12. Starting materials: ClC1=CC=C(C=C1)C1=NC=CC2=C(C=CC=C12)C (1-(4-chlorophenyl)-5-methylisoquinoline), ClN1C(CCC1=O)=O (N-chlorosuccinimide). Solvent: C(Cl)(Cl)(Cl)Cl (carbon tetrachloride). The product is ClC1=CC=C(C=C1)C1=NC=CC2=C(C=CC=C12)CCl (1-(4-chlorophenyl)-5-chloromethylisoquinoline). Isolated yield 79.9%. RXN SMILES: [Cl:1][C:2]1[CH:7]=[CH:6][C:5]([C:8]2[C:17]3[C:12](=[C:13]([CH3:18])[CH:14]=[CH:15][CH:16]=3)[CH:11]=[CH:10][N:9]=2)=[CH:4][CH:3]=1.[Cl:19]N1C(=O)CCC1=O>C(Cl)(Cl)(Cl)Cl>[Cl:1][C:2]1[CH:7]=[CH:6][C:5]([C:8]2[C:17]3[C:12](=[C:13]([CH2:18][Cl:19])[CH:14]=[CH:15][CH:16]=3)[CH:11]=[CH:10][N:9]=2)=[CH:4][CH:3]=1. Reported procedure: To 100 ml of carbon tetrachloride was added 14 g of 1-(4-chlorophenyl)-5-methylisoquinoline. While the solution was heated under reflux and light was irradiated on it, 7.5 g of N-chlorosuccinimide was added. The mixture was heated with stirring. After the reaction, the reaction mixture was cooled. The insoluble matter was removed by filtration. The filtrate was washed in water, and dried, followed by distilling off the solvent. Recrystallization of the residue from ether-hexane afforded 12.7 g o... Starting materials: ClC=1C=CC2=C(CCC=3C(=NC=CC3)C2=C2CCN(CC2)C(=O)CC=2C=NC=CC2)C1 (8-chloro-11-[1-(1-(3-pyridyl)methylcarbonyl)-4-piperidylidene]-6,11-dihydro-5H-benzo[5,6]cyclohepta[1,2-b]-pyridine), COC1=CC=C(C=C1)P1(SP(S1)(C1=CC=C(C=C1)OC)=S)=S (2,4-bis(4-methoxyphenyl)-1,3-dithia-2,4-diphosphetane-2,4-disulfide). The solvent is C1(=CC=CC=C1)C (toluene). Product: ClC=1C=CC2=C(CCC=3C(=NC=CC3)C2=C2CCN(CC2)C(=S)CC=2C=NC=CC2)C1 (8-CHLORO-11-[1-(1-(3-PYRIDYL)METHYLTHIOCARBONYL)-4-PIPERIDYLIDENE]-6,11-DIHYDRO-5H-BENZO[5,6]CYCLOHEPTA[1,2-b]PYRIDINE). RXN SMILES: [Cl:1][C:2]1[CH:3]=[CH:4][C:5]2[C:15](=[C:16]3[CH2:21][CH2:20][N:19]([C:22]([CH2:24][C:25]4[CH:26]=[N:27][CH:28]=[CH:29][CH:30]=4)=O)[CH2:18][CH2:17]3)[C:10]3=[N:11][CH:12]=[CH:13][CH:14]=[C:9]3[CH2:8][CH2:7][C:6]=2[CH:31]=1.COC1C=CC(P2(=S)SP(=S)(C3C=CC(OC)=CC=3)[S:41]2)=CC=1>C1(C)C=CC=CC=1>[Cl:1][C:2]1[CH:3]=[CH:4][C:5]2[C:15](=[C:16]3[CH2:21][CH2:20][N:19]([C:22]([CH2:24][C:25]4[CH:26]=[N:27][CH:28]=[CH:29][CH:30]=4)=[S:41])[CH2:18][CH2:17]3)[C:10]3=[N:11][CH:12]=[CH:13][CH:14]=[C:9]3[CH2:8][CH2:7][C:6]=2[CH:31]=1. Procedure details: Dissolve 0.50 g (0.12 m mole) of 8-chloro-11-[1-(1-(3-pyridyl)methylcarbonyl)-4-piperidylidene]-6,11-dihydro-5H-benzo[5,6]cyclohepta[1,2-b]-pyridine (Example 2 of Table 2) and 0.5 g (0.12 m mole) of 2,4-bis(4-methoxyphenyl)-1,3-dithia-2,4-diphosphetane-2,4-disulfide (Lawesson's Reagent) in 15 mL of toluene and stirr for 18 hours at room temperature and 18 hours at 80° C., under nitrogen. Filter the reaction mixture and concentrate under vacuo. Dissolve the residue in 50 mL of 1N HCl and extract ...